Task: describe an organic reaction: reactants, conditions, products, and yield. Dataset: the Open Reaction Database (ORD), a public repository of structured organic reaction records Starting materials: CC(C)=O, O=C(Cl)CCCl, Cl, O=[N+]([O-])c1ccc2c(c1)NCC2. Yields the product O=C(CCCl)N1CCc2ccc([N+](=O)[O-])cc21. RXN SMILES: [CH3:20][C:21](=[O:22])[CH3:23].[Cl:13][CH2:14][CH2:15][C:16](=[O:17])[Cl:18].[ClH:19].[N+:1](=[O:2])([O-:3])[c:4]1[cH:5][cH:6][c:7]2[c:11]([cH:12]1)[NH:10][CH2:9][CH2:8]2>>[N+:1](=[O:2])([O-:3])[c:4]1[cH:5][cH:6][c:7]2[c:11]([cH:12]1)[N:10]([C:16]([CH2:15][CH2:14][Cl:13])=[O:17])[CH2:9][CH2:8]2. Starting materials: FC1=C(C=C(C=C1)F)CC(C)NC1=C(C(NC=C1)=O)C1=NC=2C(=CC=3C(N(C(C3C2)=O)C)=O)N1 (2-(4-(1-(2,5-Difluorophenyl)propan-2-ylamino)-2-oxo-1,2-dihydropyridin-3-yl)-6-methylimidazo[4,5-f]isoindole-5,7(1H,6H)-dione). Reagents/catalysts: [Zn] (zinc). Solvent: C(C)(=O)O (acetic acid). Yields the product FC1=C(C=C(C=C1)F)CC(C)NC1=C(C(NC=C1)=O)C1=NC=2C(=CC=3CN(C(C3C2)=O)C)N1 (2-(4-(1-(2,5-Difluorophenyl)propan-2-ylamino)-2-oxo-1,2-dihydropyridin-3-yl)-6-methyl-6,7-dihydroimidazo[4,5-f]isoindol-5(1H)-one). Isolated yield 62.7%. As a reaction SMILES: [F:1][C:2]1[CH:7]=[CH:6][C:5]([F:8])=[CH:4][C:3]=1[CH2:9][CH:10]([NH:12][C:13]1[CH:18]=[CH:17][NH:16][C:15](=[O:19])[C:14]=1[C:20]1[NH:34][C:23]2=[CH:24][C:25]3[C:26](=[O:33])[N:27]([CH3:32])[C:28](=O)[C:29]=3[CH:30]=[C:22]2[N:21]=1)[CH3:11]>C(O)(=O)C.[Zn]>[F:1][C:2]1[CH:7]=[CH:6][C:5]([F:8])=[CH:4][C:3]=1[CH2:9][CH:10]([NH:12][C:13]1[CH:18]=[CH:17][NH:16][C:15](=[O:19])[C:14]=1[C:20]1[NH:21][C:22]2=[CH:30][C:29]3[CH2:28][N:27]([CH3:32])[C:26](=[O:33])[C:25]=3[CH:24]=[C:23]2[N:34]=1)[CH3:11]. Reported procedure: 2-(4-(1-(2,5-Difluorophenyl)propan-2-ylamino)-2-oxo-1,2-dihydropyridin-3-yl)-6-methylimidazo[4,5-f]isoindole-5,7(1H,6H)-dione (0.33 g, 0.71 mmol) and zinc powder (1.12 g, 17.09 mmol) were suspended in acetic acid (30 mL). The reaction mixture was stirred and heated to reflux overnight under argon. Then, the solvent was removed under reduced pressure. The residue solid was stirred in 100 mL of saturated K2CO3 solution. The white solid was filtered out, dried under vacuum and extracted with CH2Cl2... Starting materials: C[Si](N1N=CC=N1)(C)C (2-(trimethylsilyl)-2H-1,2,3-triazole), [N+](=O)([O-])C1=CC=C(C=C1)S(=O)(=O)OC1CN(CCC1)C(=O)OC(C)(C)C (tert-butyl 3-(4-nitrophenylsulfonyloxy)piperidine-1-carboxylate). Run in CN(C)C=O (DMF). Product: N1(N=NC=C1)C1CN(CCC1)C(=O)OC(C)(C)C (tert-butyl 3-(1H-1,2,3-triazol-1-yl)piperidine-1-carboxylate). Yield: 56.8%. As a reaction SMILES: C[Si](C)(C)[N:3]1[N:7]=[CH:6][CH:5]=[N:4]1.[N+](C1C=CC(S(O[CH:23]2[CH2:28][CH2:27][CH2:26][N:25]([C:29]([O:31][C:32]([CH3:35])([CH3:34])[CH3:33])=[O:30])[CH2:24]2)(=O)=O)=CC=1)([O-])=O>CN(C=O)C>[N:4]1([CH:27]2[CH2:28][CH2:23][CH2:24][N:25]([C:29]([O:31][C:32]([CH3:35])([CH3:34])[CH3:33])=[O:30])[CH2:26]2)[CH:5]=[CH:6][N:7]=[N:3]1. Procedure details: A 1000-mL 4-necked round-bottomed flask was charged with a solution of 2H-1,2,3-triazole (30 g, 434.78 mmol, 1.00 equiv) in benzene (500 mL). To this solution was added chlorotrimethylsilane (49.3 g, 456.48 mmol, 1.05 equiv) drop wise 0° C. followed by addition of triethylamine (48.3 g, 478.22 mmol, 1.10 equiv). The resulting solution was stirred for 16 hours at room temperature. The solids were filtered out. The resulting mixture was concentrated under vacuum. The crude product was purified by ... Starting materials: O1C(=CC=C1)C1=CC2=C(C(=C(N(S2(=O)=O)C)C(=O)OC)O)S1 (methyl 6-(2-furanyl)-4-hydroxy-2-methyl-2H-thieno[2,3-e]-1,2-thiazine-3-carboxylate 1,1-dioxide), FC1=CC=C(OC2=CC=C(O2)C=2N=C(SC2)N)C=C1 (4-[5-(4-fluorophenoxy)-2-furanyl]-2-thiazolamine). The solvent is C=1(C(=CC=CC1)C)C (xylene). Reaction conditions: time 4.5 hour. Product: FC1=CC=C(OC2=CC=C(O2)C=2N=C(SC2)NC(=O)C=2N(S(C3=C(C2O)SC(=C3)C=3OC=CC3)(=O)=O)C)C=C1 (N-{4[5-(4-Fluorophenoxy)-2-furanyl]-2-thiazolyl}-6-(2-furanyl)-4-hydroxy-2-methyl-2H-thieno[2,3-]-1,2-thiazine-3-carboxamide 1,1-dioxide). Reaction SMILES: [O:1]1[CH:5]=[CH:4][CH:3]=[C:2]1[C:6]1[S:22][C:9]2[C:10]([OH:21])=[C:11]([C:17](OC)=[O:18])[N:12]([CH3:16])[S:13](=[O:15])(=[O:14])[C:8]=2[CH:7]=1.[F:23][C:24]1[CH:41]=[CH:40][C:27]([O:28][C:29]2[O:33][C:32]([C:34]3[N:35]=[C:36]([NH2:39])[S:37][CH:38]=3)=[CH:31][CH:30]=2)=[CH:26][CH:25]=1>C1(C)C(C)=CC=CC=1>[F:23][C:24]1[CH:41]=[CH:40][C:27]([O:28][C:29]2[O:33][C:32]([C:34]3[N:35]=[C:36]([NH:39][C:17]([C:11]4[N:12]([CH3:16])[S:13](=[O:15])(=[O:14])[C:8]5[CH:7]=[C:6]([C:2]6[O:1][CH:5]=[CH:4][CH:3]=6)[S:22][C:9]=5[C:10]=4[OH:21])=[O:18])[S:37][CH:38]=3)=[CH:31][CH:30]=2)=[CH:26][CH:25]=1. Procedure details: 0.339 g (0.99 mmol) of methyl 6-(2-furanyl)-4-hydroxy-2-methyl-2H-thieno[2,3-e]-1,2-thiazine-3-carboxylate 1,1-dioxide and 0.398 g (1.44 mmol) of 4-[5-(4-fluorophenoxy)-2-furanyl]-2-thiazolamine are heated to boiling in 3 ml of absolute xylene. After 4.5 h, the suspension is cooled, and the precipitated product is filtered off, digested several times with diethyl ether and recrystallized from dimethyl sulphoxide/acetone 10:1. Starting materials: C(=C)C=1C=CC(=C(C(=O)OCC(C)C)C1)O (isobutyl 5-ethenyl-2-hydroxybenzoate), IC1=CC=C(C=C1)S(=O)(=O)NC1=NC=CC=C1C (4-iodo-N-(3-methyl-2-pyridinyl)benzenesulfonamide), C(CCC)N(CCCC)CCCC (tributylamine). The reagents and catalysts are [Pd] (Palladium on charcoal). Run in CC(=O)N(C)C (dimethylacetamide). Yields the product OC1=C(C(=O)OCC(C)C)C=C(C=C1)C=CC1=CC=C(C=C1)S(=O)(=O)NC1=NC=CC=C1C (Isobutyl 2-hydroxy-5-[2-[4-[(3-methyl-2-pyridinylamino)sulfonyl]phenyl]ethenyl]benzoate). The yield is 51.4%. Reaction SMILES: [CH:1]([C:3]1[CH:4]=[CH:5][C:6]([OH:16])=[C:7]([CH:15]=1)[C:8]([O:10][CH2:11][CH:12]([CH3:14])[CH3:13])=[O:9])=[CH2:2].I[C:18]1[CH:23]=[CH:22][C:21]([S:24]([NH:27][C:28]2[C:33]([CH3:34])=[CH:32][CH:31]=[CH:30][N:29]=2)(=[O:26])=[O:25])=[CH:20][CH:19]=1.C(N(CCCC)CCCC)CCC>[Pd].CC(N(C)C)=O>[OH:16][C:6]1[CH:5]=[CH:4][C:3]([CH:1]=[CH:2][C:18]2[CH:23]=[CH:22][C:21]([S:24]([NH:27][C:28]3[C:33]([CH3:34])=[CH:32][CH:31]=[CH:30][N:29]=3)(=[O:26])=[O:25])=[CH:20][CH:19]=2)=[CH:15][C:7]=1[C:8]([O:10][CH2:11][CH:12]([CH3:13])[CH3:14])=[O:9]. Procedure: 10% Palladium on charcoal (0.5g) was added to a solution of isobutyl 5-ethenyl-2-hydroxybenzoate (6.6g, 30mmol) and 4-iodo-N-(3-methyl-2-pyridinyl)benzenesulfonamide (11.2 g, 30 mmol) in dimethylacetamide (10 ml)and tributylamine (10 ml, 42 mmol) at 110° C. After 90 min. the solution was filtered and diluted with isopropanol (0.31) and chilled in a freezer. The product was filtered off, dried and dissolved in boiling formic acid (100 ml). The solution was filtered and water (65 ml) was added. Af... Reactants: ClC1=C(C=C(C=C1)C(C=CN(C)C)=O)CNC(OC)=O (methyl N-[[2-chloro-5-[3-(dimethylamino)-1-oxo-2-propen-1-yl]phenyl]-methyl]carbamate), ClC1=C(C=C(C=C1)C(C=CN(C)C)=O)CNC(OC)=O (methyl N-[[2-chloro-5-[3-(dimethylamino)-1-oxo-2-propen-1-yl]phenyl]methyl]carbamate), Cl.CC1=CC=C(C(=N)N)C=C1 (4-methylbenzamidine hydrochloride), [H-].[Na+] (sodium hydride), [Cl-].[NH4+] (ammonium chloride). Solvent: CO (methanol). The product is ClC1=C(C=C(C=C1)C1=NC(=NC=C1)C1=CC=C(C=C1)C)CNC(OC)=O (methyl N-[[2-chloro-5-[2-(4-methylphenyl)-4-pyrimidinyl]phenyl]methyl]-carbamate). Reaction SMILES: [Cl:1][C:2]1[CH:7]=[CH:6][C:5]([C:8](=O)[CH:9]=[CH:10]N(C)C)=[CH:4][C:3]=1[CH2:15][NH:16][C:17](=[O:20])[O:18][CH3:19].Cl.[CH3:22][C:23]1[CH:31]=[CH:30][C:26]([C:27]([NH2:29])=[NH:28])=[CH:25][CH:24]=1.[H-].[Na+].[Cl-].[NH4+]>CO>[Cl:1][C:2]1[CH:7]=[CH:6][C:5]([C:8]2[CH:9]=[CH:10][N:29]=[C:27]([C:26]3[CH:30]=[CH:31][C:23]([CH3:22])=[CH:24][CH:25]=3)[N:28]=2)=[CH:4][C:3]=1[CH2:15][NH:16][C:17](=[O:20])[O:18][CH3:19] |f:1.2,3.4,5.6|. Reported procedure: To mixture of methyl N-[[2-chloro-5-[3-(dimethylamino)-1-oxo-2-propen-1-yl]phenyl]-methyl]carbamate (i.e. the product of Step A, Example 4) (0.43 g, 1.44 mmol), 4-methylbenzamidine hydrochloride (0.74 g, 4.33 mmol) and sodium hydride (0.14 g, 5.8 mmol) at 0° C. was slowly added methanol (5 mL). The reaction mixture was heated at reflux overnight. A solution of saturated ammonium chloride was added to the reaction mixture, and the mixture was concentrated under reduced pressure. The resulting res... Reactants: [BH4-].[Li+] (lithium borohydride), C(C)(=O)OCC (Ethyl acetate), [Si](C)(C)(C(C)(C)C)O[C@@H]1C[C@H](N(C1)C(=O)OC(C)(C)C)C(=O)OC ((2S,4R)-1-tert-butyl 2-methyl 4-(tert-butyldimethylsilyloxy)pyrrolidine-1,2-dicarboxylate), ice-salt. The solvent is C1CCOC1 (THF), C1CCOC1 (THF). Product: [Si](C)(C)(C(C)(C)C)O[C@@H]1C[C@H](N(C1)C(=O)OC(C)(C)C)CO ((2S,4R)-tert-butyl 4-(tert-butyldimethylsilyloxy)-2-(hydroxymethyl)pyrrolidine-1-carboxylate). The yield is 97.3%. As a reaction SMILES: [Si:1]([O:8][C@H:9]1[CH2:13][N:12]([C:14]([O:16][C:17]([CH3:20])([CH3:19])[CH3:18])=[O:15])[C@H:11]([C:21](OC)=[O:22])[CH2:10]1)([C:4]([CH3:7])([CH3:6])[CH3:5])([CH3:3])[CH3:2].[BH4-].[Li+].C(OCC)(=O)C>C1COCC1>[Si:1]([O:8][C@H:9]1[CH2:13][N:12]([C:14]([O:16][C:17]([CH3:20])([CH3:19])[CH3:18])=[O:15])[C@H:11]([CH2:21][OH:22])[CH2:10]1)([C:4]([CH3:7])([CH3:6])[CH3:5])([CH3:3])[CH3:2] |f:1.2|. Procedure: A solution of (2S,4R)-1-tert-butyl 2-methyl 4-(tert-butyldimethylsilyloxy)pyrrolidine-1,2-dicarboxylate (5.34 g, 14.8 mmol) in THF (20 mL) was cooled to 0° C. and lithium borohydride (0.485 g, 22.2 mmol) in THF (10 mL) was added dropwise. The mixture was stirred for about 16 hours while the ice-salt bath gradually melted. Ethyl acetate (30 mL) was added followed by the addition of ice. The organic portion was separated and quenched by a dropwise addition of 1N aqueous phosphoric acid. The organi... Starting materials: C1(CCCC1)OC1=CC(=C(C(=O)C2=CC(=C(OCC3=CC=C(C=C3)/C=C/C(=O)OCC)C=C2)CCC(=O)OC)C=C1)O (ethyl (E)-3-(4-{[4-[4-(cyclopentyloxy)-2-hydroxybenzoyl]-2-(3-methoxy-3-oxopropyl)phenoxy]methyl}phenyl)-2-propenoate). The solvent is CO (methanol), O1CCCC1 (tetrahydrofuran), aqueous solution, [OH-].[Na+] (sodium hydroxide). Run at time 1 hour. Product: C1(CCCC1)OC1=CC(=C(C(=O)C2=CC(=C(OCC3=CC=C(C=C3)/C=C/C(=O)O)C=C2)CCC(=O)O)C=C1)O ((E)-3-(4-{[4-[4-(cyclopentyloxy)-2-hydroxybenzoyl]-2-(3-hydroxy-3-oxopropyl)phenoxy]methyl}phenyl)-2-propenoic acid). The yield is 75.6%. Reaction SMILES: [CH:1]1([O:6][C:7]2[CH:41]=[CH:40][C:10]([C:11]([C:13]3[CH:33]=[CH:32][C:16]([O:17][CH2:18][C:19]4[CH:24]=[CH:23][C:22](/[CH:25]=[CH:26]/[C:27]([O:29]CC)=[O:28])=[CH:21][CH:20]=4)=[C:15]([CH2:34][CH2:35][C:36]([O:38]C)=[O:37])[CH:14]=3)=[O:12])=[C:9]([OH:42])[CH:8]=2)[CH2:5][CH2:4][CH2:3][CH2:2]1>CO.O1CCCC1.[OH-].[Na+]>[CH:1]1([O:6][C:7]2[CH:41]=[CH:40][C:10]([C:11]([C:13]3[CH:33]=[CH:32][C:16]([O:17][CH2:18][C:19]4[CH:24]=[CH:23][C:22](/[CH:25]=[CH:26]/[C:27]([OH:29])=[O:28])=[CH:21][CH:20]=4)=[C:15]([CH2:34][CH2:35][C:36]([OH:38])=[O:37])[CH:14]=3)=[O:12])=[C:9]([OH:42])[CH:8]=2)[CH2:2][CH2:3][CH2:4][CH2:5]1 |f:3.4|. Procedure: 1.20 g of ethyl (E)-3-(4-{[4-[4-(cyclopentyloxy)-2-hydroxybenzoyl]-2-(3-methoxy-3-oxopropyl)phenoxy]methyl}phenyl)-2-propenoate was dissolved in a mixed solvent of 12 mL of methanol and 12 mL of tetrahydrofuran, to which 2.4 mL of a 20% aqueous solution of sodium hydroxide was added at room temperature, and then this mixture was stirred for one hour at the same temperature. The reaction mixture was concentrated under reduced pressure, to which water was added, and then adjusted to pH 2 with 6M h... The reactants are BrC1=CN(C=2N=CN=C(C21)N[C@@H](C)C2=NN1C(C(N2C2=CC=CC=C2)=O)=C(C=C1)C)COCC[Si](C)(C)C ((S)-2-(1-((5-Bromo-7-((2-(trimethylsilyl)ethoxy)methyl)-7H-pyrrolo[2,3-d]pyrimidin-4-yl)amino)ethyl)-5-methyl-3-phenylpyrrolo[2,1-f][1,2,4]triazin-4(3H)-one), CC=1OC(=NN1)C1=CC(=CC=C1)B1OC(C(O1)(C)C)(C)C (2-methyl-5-(3-(4,4,5,5-tetramethyl-1,3,2-dioxaborolan-2-yl)phenyl)-1,3,4-oxadiazole), C([O-])([O-])=O.[Na+].[Na+] (sodium carbonate). Reagents/catalysts: C=1C=CC(=CC1)[P](C=2C=CC=CC2)(C=3C=CC=CC3)[Pd]([P](C=4C=CC=CC4)(C=5C=CC=CC5)C=6C=CC=CC6)([P](C=7C=CC=CC7)(C=8C=CC=CC8)C=9C=CC=CC9)[P](C=1C=CC=CC1)(C=1C=CC=CC1)C=1C=CC=CC1 (tetrakis(triphenylphosphine)palladium(0)). Run at temperature 100 celsius, time 8 hour. Product: CC=1C=CN2N=C(N(C(C21)=O)C2=CC=CC=C2)[C@H](C)NC=2C1=C(N=CN2)N(C=C1C1=CC(=CC=C1)C=1OC(=NN1)C)COCC[Si](C)(C)C ((S)-5-Methyl-2-(1-((5-(3-(5-methyl-1,3,4-oxadiazol-2-yl)phenyl)-7-((2-(trimethylsilyl)ethoxy)methyl)-7H-pyrrolo[2,3-d]pyrimidin-4-yl)amino)ethyl)-3-phenylpyrrolo[2,1-f][1,2,4]triazin-4(3H)-one). Yield: 78.6%. RXN SMILES: Br[C:2]1[C:10]2[C:9]([NH:11][C@H:12]([C:14]3[N:19]([C:20]4[CH:25]=[CH:24][CH:23]=[CH:22][CH:21]=4)[C:18](=[O:26])[C:17]4=[C:27]([CH3:30])[CH:28]=[CH:29][N:16]4[N:15]=3)[CH3:13])=[N:8][CH:7]=[N:6][C:5]=2[N:4]([CH2:31][O:32][CH2:33][CH2:34][Si:35]([CH3:38])([CH3:37])[CH3:36])[CH:3]=1.[CH3:39][C:40]1[O:41][C:42]([C:45]2[CH:50]=[CH:49][CH:48]=[C:47](B3OC(C)(C)C(C)(C)O3)[CH:46]=2)=[N:43][N:44]=1.C(=O)([O-])[O-].[Na+].[Na+]>C1C=CC([P]([Pd]([P](C2C=CC=CC=2)(C2C=CC=CC=2)C2C=CC=CC=2)([P](C2C=CC=CC=2)(C2C=CC=CC=2)C2C=CC=CC=2)[P](C2C=CC=CC=2)(C2C=CC=CC=2)C2C=CC=CC=2)(C2C=CC=CC=2)C2C=CC=CC=2)=CC=1>[CH3:30][C:27]1[CH:28]=[CH:29][N:16]2[C:17]=1[C:18](=[O:26])[N:19]([C:20]1[CH:25]=[CH:24][CH:23]=[CH:22][CH:21]=1)[C:14]([C@@H:12]([NH:11][C:9]1[C:10]3[C:2]([C:49]4[CH:48]=[CH:47][CH:46]=[C:45]([C:42]5[O:41][C:40]([CH3:39])=[N:44][N:43]=5)[CH:50]=4)=[CH:3][N:4]([CH2:31][O:32][CH2:33][CH2:34][Si:35]([CH3:36])([CH3:38])[CH3:37])[C:5]=3[N:6]=[CH:7][N:8]=1)[CH3:13])=[N:15]2 |f:2.3.4,^1:69,71,90,109|. Reported procedure: (S)-2-(1-((5-Bromo-7-((2-(trimethylsilyl)ethoxy)methyl)-7H-pyrrolo[2,3-d]pyrimidin-4-yl)amino)ethyl)-5-methyl-3-phenylpyrrolo[2,1-f][1,2,4]triazin-4(3H)-one (100 mg, 0.17 mmol) was treated with 2-methyl-5-(3-(4,4,5,5-tetramethyl-1,3,2-dioxaborolan-2-yl)phenyl)-1,3,4-oxadiazole (96 mg, 0.34 mmol), tetrakis(triphenylphosphine)palladium(0) (20 mg, 0.02 mmol), aqueous solution 2M of sodium carbonate (200 μl, 0.4 mmol) in N,N-dimethylformide (5 ml) according to the method described in Preparation 186...